From a dataset of the Open Reaction Database (ORD), a public repository of structured organic reaction records. describe an organic reaction: reactants, conditions, products, and yield The reactants are O (water), N1C=NC=C1 (imidazole), C(C)(C)(C)[Si](C)(C)Cl (t-butylchlorodimethylsilane), O([Si](C1=CC=CC=C1)(C1=CC=CC=C1)C(C)(C)C)C1=CC(=C(CO)C(=C1)OC)OC (4-t-butyldiphenylsiloxy-2,6-dimethoxybenzyl alcohol). The solvent is CN(C=O)C (dimethylformamide). Conditions: temperature 50 celsius, time 4 hour. Product: O([Si](C)(C)C(C)(C)C)CC1=C(C=C(C=C1OC)O[Si](C1=CC=CC=C1)(C1=CC=CC=C1)C(C)(C)C)OC (4-(t-butyldimethylsiloxy)methyl-1-t-butyldiphenylsiloxy-3,5-dimethoxybenzene). As a reaction SMILES: [O:1]([C:19]1[CH:26]=[C:25]([O:27][CH3:28])[C:22]([CH2:23][OH:24])=[C:21]([O:29][CH3:30])[CH:20]=1)[Si:2]([C:15]([CH3:18])([CH3:17])[CH3:16])([C:9]1[CH:14]=[CH:13][CH:12]=[CH:11][CH:10]=1)[C:3]1[CH:8]=[CH:7][CH:6]=[CH:5][CH:4]=1.N1C=CN=C1.[C:36]([Si:40](Cl)([CH3:42])[CH3:41])([CH3:39])([CH3:38])[CH3:37].O>CN(C)C=O>[O:24]([CH2:23][C:22]1[C:21]([O:29][CH3:30])=[CH:20][C:19]([O:1][Si:2]([C:15]([CH3:18])([CH3:17])[CH3:16])([C:9]2[CH:10]=[CH:11][CH:12]=[CH:13][CH:14]=2)[C:3]2[CH:4]=[CH:5][CH:6]=[CH:7][CH:8]=2)=[CH:26][C:25]=1[O:27][CH3:28])[Si:40]([C:36]([CH3:39])([CH3:38])[CH3:37])([CH3:42])[CH3:41]. Reported procedure: To a solution of the crude 4-t-butyldiphenylsiloxy-2,6-dimethoxybenzyl alcohol (4.01 g) obtained by the above-described procedure in anhydrous dimethylformamide (30 mL) were added imidazole (1.29 g, 18.98 mmol) and t-butylchlorodimethylsilane (1.79 g, 11.86 mmol). After stirring at 50° C. for 4 hours, water was added and the resulting mixture was extracted with ethyl acetate-hexane (1:2). The organic layer was washed with water, dried over anhydrous sodium sulfate, and concentrated under reduced... Starting materials: Cl (hydrochloric acid), aqueous solution, [OH-].[Na+] (sodium hydroxide), C(C)OC(=O)CC=1N=C(SC1)N=C1SC[C@H]2N1CC=1C=CC=CC1C2 ((S)-3-[(4-ethoxycarbonylmethylthiazol-2-yl)imino]-1,5,10,10a-tetrahydrothiazolo-[3,4-b]isoquinoline). Solvent: C(C)O (ethanol). Reaction conditions: temperature 20 celsius. Yields the product Cl.C(=O)(O)CC=1N=C(SC1)N=C1SC[C@H]2N1CC=1C=CC=CC1C2 ((S)-3-[(4-carboxymethylthiazol-2-yl)imino]-1,5,10,10a-tetrahydrothiazolo[3,4-b]isoquinoline hydrochloride). Reaction SMILES: [OH-].[Na+].C([O:5][C:6]([CH2:8][C:9]1[N:10]=[C:11]([N:14]=[C:15]2[N:19]3[CH2:20][C:21]4[CH:22]=[CH:23][CH:24]=[CH:25][C:26]=4[CH2:27][C@H:18]3[CH2:17][S:16]2)[S:12][CH:13]=1)=[O:7])C.[ClH:28]>C(O)C>[ClH:28].[C:6]([CH2:8][C:9]1[N:10]=[C:11]([N:14]=[C:15]2[N:19]3[CH2:20][C:21]4[CH:22]=[CH:23][CH:24]=[CH:25][C:26]=4[CH2:27][C@H:18]3[CH2:17][S:16]2)[S:12][CH:13]=1)([OH:7])=[O:5] |f:0.1,5.6|. Reported procedure: A 4 N aqueous solution of sodium hydroxide (30 cc) is added to a solution of (S)-3-[(4-ethoxycarbonylmethylthiazol-2-yl)imino]-1,5,10,10a-tetrahydrothiazolo-[3,4-b]isoquinoline (10 g) in ethanol (60 cc). The mixture is heated under reflux for two hours. After cooling to 20° C., it is acidified by adding 12 N hydrochloric acid (d=1.19; 11 cc). The white precipitate which has formed is filtered off, washed with water and dried at 20° C. under reduced pressure (0.1 mm Hg; 0.013 kPa). The resulting ... As a reaction SMILES: [CH3:56][c:57]1[cH:58][cH:59][cH:60][cH:61][cH:62]1.[CH3:68][CH2:69][O:70][C:71](=[O:72])[CH3:73].[Cl:13][c:14]1[cH:15][cH:16][c:17](-[c:20]2[cH:21][c:22]([CH2:26][CH2:27][CH2:28][OH:29])[n:23][cH:24][n:25]2)[cH:18][cH:19]1.[O:1]=[C:2]([O:3][CH2:4][CH3:5])[N:6]=[N:7][C:8]([O:9][CH2:10][CH3:11])=[O:12].[O:30]1[C:31](=[O:36])[NH:32][C:33](=[O:35])[CH2:34]1.[O:63]1[CH2:64][CH2:65][CH2:66][CH2:67]1.[OH2:74].[c:37]1([P:38]([c:39]2[cH:40][cH:41][cH:42][cH:43][cH:44]2)[c:45]2[cH:46][cH:47][cH:48][cH:49][cH:50]2)[cH:51][cH:52][cH:53][cH:54][cH:55]1>>[Cl:13][c:14]1[cH:15][cH:16][c:17](-[c:20]2[cH:21][c:22]([CH2:26][CH2:27][CH2:28][N:32]3[C:31](=[O:36])[O:30][CH2:34][C:33]3=[O:35])[n:23][cH:24][n:25]2)[cH:18][cH:19]1. Reactants: Cc1ccccc1, CCOC(C)=O, OCCCc1cc(-c2ccc(Cl)cc2)ncn1, CCOC(=O)N=NC(=O)OCC, O=C1COC(=O)N1, C1CCOC1, O, c1ccc(P(c2ccccc2)c2ccccc2)cc1. The product is O=C1COC(=O)N1CCCc1cc(-c2ccc(Cl)cc2)ncn1. The reactants are COC1=CC(=C(C=C1)C(C(=O)OC)C#N)[N+](=O)[O-] (methyl 4-methoxy-2-nitrophenyl-α-cyano-acetate), CO (methanol), C1(=CC=CC=C1)C (toluene), Cl (HCl), O (water). Run at time 4 hour. The product is COC1=CC(=C(C=C1)C(C(=O)OC)C(=O)OC)[N+](=O)[O-] (dimethyl 4-methoxy-2-nitrophenylmalonate). The yield is 86.0%. Reaction SMILES: [CH3:1][O:2][C:3]1[CH:8]=[CH:7][C:6]([CH:9]([C:14]#N)[C:10]([O:12][CH3:13])=[O:11])=[C:5]([N+:16]([O-:18])=[O:17])[CH:4]=1.[CH3:19][OH:20].C1(C)C=CC=CC=1.Cl.[OH2:29]>>[CH3:1][O:2][C:3]1[CH:8]=[CH:7][C:6]([CH:9]([C:14]([O:20][CH3:19])=[O:29])[C:10]([O:12][CH3:13])=[O:11])=[C:5]([N+:16]([O-:18])=[O:17])[CH:4]=1. Procedure details: A 80 mL Fischer-Porter® bottle (Fischer-Porter Co., Warminster, Pa.) equipped with a gas pressure head and a magnetic stirring bar was charged with methyl 4-methoxy-2-nitrophenyl-α-cyano-acetate from Example 10 (5.0 g, 0.020 mol), methanol (3 mL), toluene (50 mL), sealed, and then charged with HCl gas (55 psig). After stirring for 4 hours at ambient temperature, the apparatus was vented and water (50 mL) was added. The toluene layer was separated and evaporated to dryness under vacuum to afford ... Starting materials: FC1=C(CP(OCC)(OCC)=O)C=C(C=C1)F (diethyl 2,5-difluorobenzylphosphonate), BrCC1=NC=NC(=C1)Cl (4-(bromomethyl)-6-chloropyrimidine). Product: C(C)OP(OCC)(=O)CC1=NC=NC(=C1)Cl (Diethyl(6-chloropyrimidin-4-yl)methylphosphonate). Reaction SMILES: FC1C=CC(F)=CC=1C[P:5](=[O:12])([O:9][CH2:10][CH3:11])[O:6][CH2:7][CH3:8].Br[CH2:19][C:20]1[CH:25]=[C:24]([Cl:26])[N:23]=[CH:22][N:21]=1>>[CH2:7]([O:6][P:5]([CH2:19][C:20]1[CH:25]=[C:24]([Cl:26])[N:23]=[CH:22][N:21]=1)(=[O:12])[O:9][CH2:10][CH3:11])[CH3:8]. Reported procedure: Prepared according to the same procedure as diethyl 2,5-difluorobenzylphosphonate, starting with 4-(bromomethyl)-6-chloropyrimidine. 1H NMR (500 MHz, DMSO-d6) δ 9.00 (s, 1H), 7.68 (dd, J=2.3, 1.1 Hz, 1H), 4.21-3.88 (m, 4H), 3.74-3.45 (m, 2H), 1.20 (t, J=7.0 Hz, 6H), Mass spec.: 265.1 (MH)+. Starting materials: C(C)(C)C1=CC=C(C=C1)NC(=O)C1=NC(=CC=C1)N1CC2=C(N=C(N=C2)SC)CC1 (N-(4-isopropylphenyl)-6-[2-(methylthio)-7,8-dihydropyrido[4,3-d]pyrimidin-6(5H)-yl]pyridine-2-carboxamide), OOS(=O)[O-].[K+] (oxone). Solvent: C1CCOC1 (THF), O (water). Run at time 3 hour. The product is C(C)(C)C1=CC=C(C=C1)NC(=O)C1=NC(=CC=C1)N1CC2=C(N=C(N=C2)S(=O)C)CC1 (6-(2-Methanesulfinyl-7,8-dihydro-5H-pyrido[4,3-d]pyrimidin-6-yl)-pyridine-2-carboxylic acid (4-isopropyl-phenyl)-amide). As a reaction SMILES: [CH:1]([C:4]1[CH:9]=[CH:8][C:7]([NH:10][C:11]([C:13]2[CH:18]=[CH:17][CH:16]=[C:15]([N:19]3[CH2:30][CH2:29][C:22]4[N:23]=[C:24]([S:27][CH3:28])[N:25]=[CH:26][C:21]=4[CH2:20]3)[N:14]=2)=[O:12])=[CH:6][CH:5]=1)([CH3:3])[CH3:2].[OH:31]OS([O-])=O.[K+]>C1COCC1.O>[CH:1]([C:4]1[CH:5]=[CH:6][C:7]([NH:10][C:11]([C:13]2[CH:18]=[CH:17][CH:16]=[C:15]([N:19]3[CH2:30][CH2:29][C:22]4[N:23]=[C:24]([S:27]([CH3:28])=[O:31])[N:25]=[CH:26][C:21]=4[CH2:20]3)[N:14]=2)=[O:12])=[CH:8][CH:9]=1)([CH3:3])[CH3:2] |f:1.2|. Procedure details: To a stirred mixture of N-(4-isopropylphenyl)-6-[2-(methylthio)-7,8-dihydropyrido[4,3-d]pyrimidin-6(5H)-yl]pyridine-2-carboxamide (400 mg, 0.953 mmol) in THF (40 ml) and water (16 ml) was added oxone (potassium peroxomonosulfate, 586 mg, 0.953 mmol). After stirring at room temperature for 3 hours, the reaction mixture was quenched by addition of 10% NaHSO3(aq.) (20 ml) and neutralized with sat'd NaHCO3(aq.) (16 ml). The solution was stirred for 20 minutes before extraction with ethyl acetate (2×... The reactants are DNA, CN1CCC=2C=C(C(=CC2[C@H](C1)C=3C=CC=CC3)O)Cl (SCH-23390), CC(C)(C)[C@]1(CCN2C[C@@H]3C=4C=CC=CC4CCC5=C3C(=CC=C5)[C@H]2C1)O ((+)butaclamol). The product is NCCC1=CC(O)=C(O)C=C1 (Dopamine). RXN SMILES: C[N:2]1[CH2:12][C@H:11](C2C=CC=CC=2)[C:10]2[CH:9]=[C:8]([OH:19])[C:7](Cl)=[CH:6][C:5]=2CC1.CC([C@]1([OH:47])C[C@H]2N(C[C@H]3C4C2=CC=CC=4CCC2C=CC=CC3=2)CC1)(C)C>>[NH2:2][CH2:12][CH2:11][C:10]1[CH:5]=[CH:6][C:7]([OH:47])=[C:8]([OH:19])[CH:9]=1. Reported procedure: HEK cells were transfected with DNA encoding D1-NLS-GFP (2 micrograms), and D1-WT (6 micrograms) for 48 hours. These cells were treated 6 hrs after transfection with SCH-23390 (10 micromolar), or (+)butaclamol (10 micromolar). The medium containing antagonist was changed at 6, 22, 30 and 42 hours after transfection. Control cells received no antagonist treatment. The reactants are C(C)OC(/C(=C(/CC)\C=1C=C(C=C2C(CCN(C12)CC)(C)C)C(C)C)/F)=O ((E)-3-(1-ethyl-6-isopropyl-4,4-dimethyl-1,2,3,4-tetrahydro-quinolin-8-yl)-2-fluoro-pent-2-enoic acid ethyl ester), C(C)OC(/C(=C(/CC)\C=1C=C(C=C2C(CCN(C12)CC)(C)C)C(C)C)/F)=O ((E)-3-(1-ethyl-6-isopropyl-4,4-dimethyl-1,2,3,4-tetrahydro-quinolin-8-yl)-2-fluoro-pent-2-enoic acid ethyl ester), solution, [H-] (hydride), hexanes. Product: C(C)N1CCC(C2=CC(=CC(=C12)/C(=C(\CO)/F)/CC)C(C)C)(C)C ((E)-3-(1-Ethyl-6-isopropyl-4,4-dimethyl-1,2,3,4-tetrahydro-quinolin-8-yl)-2-fluoro-pent-2-en-1-ol). As a reaction SMILES: C([O:3][C:4](=O)/[C:5](/[F:26])=[C:6](\[C:9]1[CH:10]=[C:11]([CH:23]([CH3:25])[CH3:24])[CH:12]=[C:13]2[C:18]=1[N:17]([CH2:19][CH3:20])[CH2:16][CH2:15][C:14]2([CH3:22])[CH3:21])/[CH2:7][CH3:8])C.[H-]>>[CH2:19]([N:17]1[C:18]2[C:13](=[CH:12][C:11]([CH:23]([CH3:25])[CH3:24])=[CH:10][C:9]=2/[C:6](/[CH2:7][CH3:8])=[C:5](/[F:26])\[CH2:4][OH:3])[C:14]([CH3:22])([CH3:21])[CH2:15][CH2:16]1)[CH3:20]. Procedure: Following General Procedure F, (E)-3-(1-ethyl-6-isopropyl-4,4-dimethyl-1,2,3,4-tetrahydro-quinolin-8-yl)-2-fluoro-pent-2-enoic acid ethyl ester (Intermediate 16, 2.37 g, 9.08 mmol) and a 1 M solution of diisobutylalluminum hydride in hexanes (36.3 ml, 36.3 mmol) were reacted to give the title compound as light yellow oil after purification by flash chromatography (SiO2, first eluted with 5:95 ethyl acetate:hexane, followed by 1:9 ethyl acetate:hexane).